This data is from the Open Reaction Database (ORD), a public repository of structured organic reaction records. The task is: describe an organic reaction: reactants, conditions, products, and yield Reactants: CC=1OC(=CC1C(=O)Cl)C (2,5-dimethylfuran-3-carbonylchloride), solution, CNC (dimethylamine), O1CCOCC1 (dioxane). Solvent: C1CCOC1 (THF), C1CCOC1 (THF). Conditions: time 1 hour. Product: CN(C(=O)C1=C(OC(=C1)C)C)C (2,5-Dimethyl-furan-3-carboxylic acid dimethylamide). The yield is 80.0%. As a reaction SMILES: [CH3:1][C:2]1[O:3][C:4]([CH3:10])=[CH:5][C:6]=1[C:7](Cl)=[O:8].[CH3:11][NH:12][CH3:13].O1CCOCC1>C1COCC1>[CH3:11][N:12]([CH3:13])[C:7]([C:6]1[CH:5]=[C:4]([CH3:10])[O:3][C:2]=1[CH3:1])=[O:8]. Reported procedure: A solution of 2,5-dimethylfuran-3-carbonylchloride (2.19 g; 13.8 mmol) in 10 ml of THF was added to a 2M solution of dimethylamine in dioxane (21 ml; 42 mmol) in 80 ml of THF at rt. After stirring for 1 hr, the volatiles were removed in vacuo and the residue was partitioned between EtOAc (100 ml) and water (100 Ml). The organic layer was washed with saturated potassium bisulfate solution (100 ml), 1N NaOH (50 ml) and brine (50 ml). Drying over MgSO4 and concentration in vacuo afforded compound 8... Starting materials: CC(=O)C.C(C)ON=C(C(=O)NC1[C@@H]2N(C(=C(CS2)C[N+]2=CC=CC=C2)C(=O)[O-])C1=O)C1=NSC(=N1)N (7-[2-ethoxyimino-2-(5-amino-1,2,4-thiadiazol-3-yl)acetamido]-3-(1-pyridiniomethyl)-3-cephem-4-carboxylate acetone), C(C)ON=C(C(=O)NC1[C@@H]2N(C(=C(CS2)C[N+]2=CC=CC=C2)C(=O)[O-])C1=O)C1=NSC(=N1)N (7-[2-ethoxyimino-2-(5-amino-1,2,4-thiadiazol-3-yl)acetamido]-3-(1-pyridiniomethyl)-3-cephem-4-carboxylate). Run in O (water). Reaction conditions: time 1 hour. Product: O.O.C(C)ON=C(C(=O)NC1[C@@H]2N(C(=C(CS2)C[N+]2=CC=CC=C2)C(=O)[O-])C1=O)C1=NSC(=N1)N (7-[2-ethoxyimino-2-(5-amino-1,2,4-thiadiazol-3-yl)acetamido]-3-(1-pyridiniomethyl)-3-cephem-4-carboxylate dihydrate). RXN SMILES: CC(C)=[O:3].C([O:7]N=C(C1N=C(N)SN=1)C(NC1C(=O)N2C(C([O-])=O)=C(C[N+]3C=CC=CC=3)CS[C@H]12)=O)C.[CH2:38]([O:40][N:41]=[C:42]([C:65]1[N:69]=[C:68]([NH2:70])[S:67][N:66]=1)[C:43]([NH:45][CH:46]1[C:63](=[O:64])[N:48]2[C:49]([C:60]([O-:62])=[O:61])=[C:50]([CH2:53][N+:54]3[CH:59]=[CH:58][CH:57]=[CH:56][CH:55]=3)[CH2:51][S:52][C@H:47]12)=[O:44])[CH3:39]>O>[OH2:3].[OH2:7].[CH2:38]([O:40][N:41]=[C:42]([C:65]1[N:69]=[C:68]([NH2:70])[S:67][N:66]=1)[C:43]([NH:45][CH:46]1[C:63](=[O:64])[N:48]2[C:49]([C:60]([O-:62])=[O:61])=[C:50]([CH2:53][N+:54]3[CH:55]=[CH:56][CH:57]=[CH:58][CH:59]=3)[CH2:51][S:52][C@H:47]12)=[O:44])[CH3:39] |f:0.1,4.5.6|. Procedure: To a solution of 7-[2-ethoxyimino-2-(5-amino-1,2,4-thiadiazol-3-yl)acetamido]-3-(1-pyridiniomethyl)-3-cephem-4-carboxylate acetone adduct (syn isomer)(40 g) in water (50 ml) was added a small amount of colorless needles of 7-[2-ethoxyimino-2-(5-amino-1,2,4-thiadiazol-3-yl)acetamido]-3-(1-pyridiniomethyl)-3-cephem-4-carboxylate (syn isomer) and the mixture was stirred for one hour in an ice bath. The resulting precipitates were collected by filtration, washed with cold water (33 ml) and dried in ... RXN SMILES: [CH:1]1[C:14]2[C:5](=[CH:6][C:7]3[C:12]([C:13]=2[C:15](Cl)=[O:16])=[CH:11][CH:10]=[CH:9][CH:8]=3)[CH:4]=[CH:3][CH:2]=1.[CH3:18][NH:19][CH2:20][C:21]#[CH:22]>O1CCCC1>[CH3:18][N:19]([CH2:20][C:21]#[CH:22])[C:15]([C:13]1[C:14]2[C:5]([CH:6]=[C:7]3[C:12]=1[CH:11]=[CH:10][CH:9]=[CH:8]3)=[CH:4][CH:3]=[CH:2][CH:1]=2)=[O:16]. Product: CN(C(=O)C=1C2=CC=CC=C2C=C2C=CC=CC12)CC#C (N-methyl-N-propargyl-9-anthramide). Yield: 98.6%. Run at time 3 hour. The solvent is O1CCCC1 (tetrahydrofuran), O1CCCC1 (tetrahydrofuran). Procedure details: A solution of 20.8 g of 9-anthroyl chloride in 100 ml of tetrahydrofuran is added at 10°-15° to a solution of 14.2 g of N-methylpropargylamine in 50 ml of tetrahydrofuran. After stirring at room temperature for 3 hours, the solvent is removed and the residue is stirred with methylene chloride and 5% aqueous sodium bicarbonate solution. The methylene chloride layer is dried and concentrated to give 23.3 g of crude N-methyl-N-propargyl-9-anthramide as an oil. H nmr spectrum: τ 1.7-2.9 (m, 9); 5.4 ... Starting materials: C1=CC=CC2=CC3=CC=CC=C3C(=C12)C(=O)Cl (9-anthroyl chloride), CNCC#C (N-methylpropargylamine). The reactants are CCOC(C)=O, CCn1cc(C(=O)O)c2ccc(Oc3cc(Cl)ncn3)cc21, [N-]=[N+]=[N-], [Na+], CN(C)C=O. Product: CCn1cc(C(=O)O)c2ccc(Oc3cc(N=[N+]=[N-])ncn3)cc21. RXN SMILES: [CH3:32][CH2:33][O:34][C:35]([CH3:36])=[O:37].[Cl:1][c:2]1[cH:3][c:4]([O:8][c:9]2[cH:10][cH:11][c:12]3[c:13]([C:20](=[O:21])[OH:22])[cH:14][n:15]([CH2:18][CH3:19])[c:16]3[cH:17]2)[n:5][cH:6][n:7]1.[N-:23]=[N+:24]=[N-:25].[Na+:26].[O:27]=[CH:28][N:29]([CH3:30])[CH3:31]>>[c:2]1([N:23]=[N+:24]=[N-:25])[cH:3][c:4]([O:8][c:9]2[cH:10][cH:11][c:12]3[c:13]([C:20](=[O:21])[OH:22])[cH:14][n:15]([CH2:18][CH3:19])[c:16]3[cH:17]2)[n:5][cH:6][n:7]1. Reactants: CCOC(C)=O, Cc1ccccc1, COc1ccc(Cl)cc1B(O)O, N#Cc1c(N)ccc(Br)c1Cl, [Na+], [Na+], O=C([O-])[O-], c1ccc(P(c2ccccc2)(c2ccccc2)[Pd](P(c2ccccc2)(c2ccccc2)c2ccccc2)(P(c2ccccc2)(c2ccccc2)c2ccccc2)P(c2ccccc2)(c2ccccc2)c2ccccc2)cc1. Product: COc1ccc(Cl)cc1-c1ccc(N)c(C#N)c1Cl. As a reaction SMILES: [CH3:30][CH2:31][O:32][C:33](=[O:34])[CH3:35].[CH3:36][c:37]1[cH:38][cH:39][cH:40][cH:41][cH:42]1.[Cl:1][c:2]1[cH:3][cH:4][c:5]([O:11][CH3:12])[c:6]([B:8]([OH:9])[OH:10])[cH:7]1.[NH2:13][c:14]1[c:15]([C:16]#[N:17])[c:18]([Cl:23])[c:19]([Br:22])[cH:20][cH:21]1.[Na+:24].[Na+:25].[O-:26][C:27](=[O:28])[O-:29].[cH:43]1[cH:44][cH:45][c:46]([P:47]([Pd:48]([P:49]([c:50]2[cH:51][cH:52][cH:53][cH:54][cH:55]2)([c:56]2[cH:57][cH:58][cH:59][cH:60][cH:61]2)[c:62]2[cH:63][cH:64][cH:65][cH:66][cH:67]2)([P:68]([c:69]2[cH:70][cH:71][cH:72][cH:73][cH:74]2)([c:75]2[cH:76][cH:77][cH:78][cH:79][cH:80]2)[c:81]2[cH:82][cH:83][cH:84][cH:85][cH:86]2)[P:87]([c:88]2[cH:89][cH:90][cH:91][cH:92][cH:93]2)([c:94]2[cH:95][cH:96][cH:97][cH:98][cH:99]2)[c:100]2[cH:101][cH:102][cH:103][cH:104][cH:105]2)([c:106]2[cH:107][cH:108][cH:109][cH:110][cH:111]2)[c:112]2[cH:113][cH:114][cH:115][cH:116][cH:117]2)[cH:118][cH:119]1>>[Cl:1][c:2]1[cH:3][cH:4][c:5]([O:11][CH3:12])[c:6](-[c:19]2[c:18]([Cl:23])[c:15]([C:16]#[N:17])[c:14]([NH2:13])[cH:21][cH:20]2)[cH:7]1. Starting materials: BrB(Br)Br, ClCCl, COc1ccc(C(C)CCCc2c(C)nc(N)nc2N)cc1, [NH4+], [OH-]. Yields the product Cc1nc(N)nc(N)c1CCCC(C)c1ccc(O)cc1. As a reaction SMILES: [B:23]([Br:24])([Br:25])[Br:26].[CH2:29]([Cl:30])[Cl:31].[NH2:1][c:2]1[n:3][c:4]([CH3:22])[c:5]([CH2:9][CH2:10][CH2:11][CH:12]([CH3:13])[c:14]2[cH:15][cH:16][c:17]([O:20][CH3:21])[cH:18][cH:19]2)[c:6]([NH2:8])[n:7]1.[NH4+:27].[OH-:28]>>[NH2:1][c:2]1[n:3][c:4]([CH3:22])[c:5]([CH2:9][CH2:10][CH2:11][CH:12]([CH3:13])[c:14]2[cH:15][cH:16][c:17]([OH:20])[cH:18][cH:19]2)[c:6]([NH2:8])[n:7]1. Reactants: CCCCCCCCCCCCCCCc1cc(OCC(COC(=O)NCCCCCBr)Oc2cc(C)on2)no1, CN(C)C=O, [H-], [Na+], O, c1c[nH]cn1. Yields the product CCCCCCCCCCCCCCCc1cc(OCC(COC(=O)NCCCCCn2ccnc2)Oc2cc(C)on2)no1. RXN SMILES: [CH2:8]([CH2:9][CH2:10][CH2:11][CH2:12][CH2:13][CH2:14][CH2:15][CH2:16][CH2:17][CH2:18][CH2:19][CH2:20][CH2:21][CH3:22])[c:23]1[cH:24][c:25]([O:28][CH2:29][CH:30]([O:31][c:32]2[n:33][o:34][c:35]([CH3:37])[cH:36]2)[CH2:38][O:39][C:40]([NH:41][CH2:42][CH2:43][CH2:44][CH2:45][CH2:46][Br:47])=[O:48])[n:26][o:27]1.[CH3:50][N:51]([CH3:52])[CH:53]=[O:54].[H-:1].[Na+:2].[OH2:49].[nH:3]1[cH:4][n:5][cH:6][cH:7]1>>[n:3]1([CH2:46][CH2:45][CH2:44][CH2:43][CH2:42][NH:41][C:40]([O:39][CH2:38][CH:30]([CH2:29][O:28][c:25]2[cH:24][c:23]([CH2:8][CH2:9][CH2:10][CH2:11][CH2:12][CH2:13][CH2:14][CH2:15][CH2:16][CH2:17][CH2:18][CH2:19][CH2:20][CH2:21][CH3:22])[o:27][n:26]2)[O:31][c:32]2[n:33][o:34][c:35]([CH3:37])[cH:36]2)=[O:48])[cH:4][n:5][cH:6][cH:7]1. Starting materials: ClC1=CC=C(C=O)C=C1 (p-chlorobenzaldehyde), C(C)OC(CSC1=NC(=CC(=N1)Cl)NN)=O ((4-chloro-6-hydrazino-2-pyrimidinylthio) acetic acid ethyl ester). The solvent is C(C)(=O)O (acetic acid), C(C)(=O)O (acetic acid). Product: C(C)OC(CSC1=NC(=CC(=N1)Cl)NN=CC1=CC=C(C=C1)Cl)=O ([4-Chloro-6-(p-chlorobenzylidenehydrazino)-2-pyrimidinylthio] acetic acid ethyl ester). Reaction SMILES: [Cl:1][C:2]1[CH:9]=[CH:8][C:5]([CH:6]=O)=[CH:4][CH:3]=1.[CH2:10]([O:12][C:13](=[O:25])[CH2:14][S:15][C:16]1[N:21]=[C:20]([Cl:22])[CH:19]=[C:18]([NH:23][NH2:24])[N:17]=1)[CH3:11]>C(O)(=O)C>[CH2:10]([O:12][C:13](=[O:25])[CH2:14][S:15][C:16]1[N:21]=[C:20]([Cl:22])[CH:19]=[C:18]([NH:23][N:24]=[CH:6][C:5]2[CH:8]=[CH:9][C:2]([Cl:1])=[CH:3][CH:4]=2)[N:17]=1)[CH3:11]. Reported procedure: To a solution of 2.1 g of p-chlorobenzaldehyde in 25 ml. of glacial acetic acid was added a solution of 3.9 g of (4-chloro-6-hydrazino-2-pyrimidinylthio) acetic acid ethyl ester in 100 ml. of glacial acetic acid. The reaction mixture was warmed on a steam bath for a few minutes and then cooled in ice. The resulting precipitate was collected, washed with petroleum ether and recrystallized twice from ethanol affording 3.6 g of product, mp. 162°-165°C. The reactants are C(#N)C1CN=C(S1)C=1NC2=C(C=CC=C2C1)N(S(=O)(=O)C=1SC=CC1)C (N-[2-(5-cyano-4,5-dihydro-1,3-thiazol-2-yl)-1H-indol-7-yl]-N-methylthiophene-2-sulfonamide), [H-].[Al+3].[Li+].[H-].[H-].[H-] (lithium aluminum hydride), [OH-].[Na+] (sodium hydroxide). The solvent is O1CCCC1 (tetrahydrofuran), O1CCCC1 (tetrahydrofuran). Run at temperature 0 celsius, time 2 hour. Yields the product NCC1CN=C(S1)C=1NC2=C(C=CC=C2C1)N(S(=O)(=O)C=1SC=CC1)C (N-{2-[5-(aminomethyl)-4,5-dihydro-1,3-thiazol-2-yl]-1H-indol-7-yl}-N-methylthiophene-2-sulfonamide). The yield is 35.9%. As a reaction SMILES: [H-].[Al+3].[Li+].[H-].[H-].[H-].[C:7]([CH:9]1[S:13][C:12]([C:14]2[NH:15][C:16]3[C:21]([CH:22]=2)=[CH:20][CH:19]=[CH:18][C:17]=3[N:23]([CH3:32])[S:24]([C:27]2[S:28][CH:29]=[CH:30][CH:31]=2)(=[O:26])=[O:25])=[N:11][CH2:10]1)#[N:8].[OH-].[Na+]>O1CCCC1>[NH2:8][CH2:7][CH:9]1[S:13][C:12]([C:14]2[NH:15][C:16]3[C:21]([CH:22]=2)=[CH:20][CH:19]=[CH:18][C:17]=3[N:23]([CH3:32])[S:24]([C:27]2[S:28][CH:29]=[CH:30][CH:31]=2)(=[O:26])=[O:25])=[N:11][CH2:10]1 |f:0.1.2.3.4.5,7.8|. Reported procedure: To a suspension of lithium aluminum hydride (0.015 g) in tetrahydrofuran (2 ml) was added dropwise a solution of N-[2-(5-cyano-4,5-dihydro-1,3-thiazol-2-yl)-1H-indol-7-yl]-N-methylthiophene-2-sulfonamide (0.080 g) in tetrahydrofuran (3 ml) under ice-cooling, and the reaction mixture was stirred at 0° C. for 2 hr. 1N Aqueous sodium hydroxide solution was added to the reaction mixture, and the mixture was extracted with ethyl acetate. The extract was washed with saturated brine, dried over anhydro... The reactants are [Al+3], CCOC(=O)CC(C)N1CCC(Cc2ccccc2)CC1, C1CCOC1, [H-], [H-], [H-], [H-], [Li+]. Yields the product CC(CCO)N1CCC(Cc2ccccc2)CC1. RXN SMILES: [Al+3:23].[CH2:1]([c:2]1[cH:3][cH:4][cH:5][cH:6][cH:7]1)[CH:8]1[CH2:9][CH2:10][N:11]([CH:14]([CH2:15][C:16](=[O:17])[O:18][CH2:19][CH3:20])[CH3:21])[CH2:12][CH2:13]1.[CH2:28]1[O:29][CH2:30][CH2:31][CH2:32]1.[H-:22].[H-:25].[H-:26].[H-:27].[Li+:24]>>[CH2:1]([c:2]1[cH:3][cH:4][cH:5][cH:6][cH:7]1)[CH:8]1[CH2:9][CH2:10][N:11]([CH:14]([CH2:15][CH2:16][OH:17])[CH3:21])[CH2:12][CH2:13]1.